This data is from the Open Reaction Database (ORD), a public repository of structured organic reaction records. The task is: describe an organic reaction: reactants, conditions, products, and yield The product is COC(=O)Oc1cc([N+](=O)[O-])c(F)cc1C1(C)CCCCC1. Reaction SMILES: [C:1]([O:2][c:3]1[c:4]([C:10]2([CH3:16])[CH2:11][CH2:12][CH2:13][CH2:14][CH2:15]2)[cH:5][c:6]([F:9])[cH:7][cH:8]1)([O:17][CH3:18])=[O:19].[K+:24].[N+:20](=[O:21])([O-:22])[O-:23].[S:25](=[O:26])(=[O:27])([OH:28])[OH:29]>>[C:1]([O:2][c:3]1[c:4]([C:10]2([CH3:16])[CH2:11][CH2:12][CH2:13][CH2:14][CH2:15]2)[cH:5][c:6]([F:9])[c:7]([N+:20](=[O:21])[O-:22])[cH:8]1)([O:17][CH3:18])=[O:19]. The reactants are COC(=O)Oc1ccc(F)cc1C1(C)CCCCC1, [K+], O=[N+]([O-])[O-], O=S(=O)(O)O.